This data is from the Open Reaction Database (ORD), a public repository of structured organic reaction records. The task is: describe an organic reaction: reactants, conditions, products, and yield RXN SMILES: [F:32][C:33]([F:34])([F:35])[C:36]([OH:37])=[O:38].[c:1]1(-[c:7]2[cH:8][c:9]3[c:14]([cH:15][cH:16]2)[C:13]([CH3:17])([CH3:18])[C:12](=[O:19])[C:11]([C:20](=[O:21])[NH:22][CH2:23][C:24](=[O:25])[O:26][C:27]([CH3:28])([CH3:29])[CH3:30])=[C:10]3[OH:31])[cH:2][cH:3][cH:4][cH:5][cH:6]1>>[c:1]1(-[c:7]2[cH:8][c:9]3[c:14]([cH:15][cH:16]2)[C:13]([CH3:17])([CH3:18])[C:12](=[O:19])[C:11]([C:20](=[O:21])[NH:22][CH2:23][C:24](=[O:25])[OH:26])=[C:10]3[OH:31])[cH:2][cH:3][cH:4][cH:5][cH:6]1. Yields the product CC1(C)C(=O)C(C(=O)NCC(=O)O)=C(O)c2cc(-c3ccccc3)ccc21. Reactants: O=C(O)C(F)(F)F, CC(C)(C)OC(=O)CNC(=O)C1=C(O)c2cc(-c3ccccc3)ccc2C(C)(C)C1=O.